describe an organic reaction: reactants, conditions, products, and yield From a dataset of the Open Reaction Database (ORD), a public repository of structured organic reaction records. Starting materials: C, CC1CN(C(=O)OCc2ccccc2)C12CCCN(c1ncnc3[nH]ccc13)C2, CO, C1CCOC1, [Pd]. Yields the product CC1CNC12CCCN(c1ncnc3[nH]ccc13)C2. RXN SMILES: [C:37].[CH2:1]([O:2][C:3](=[O:4])[N:11]1[CH2:12][CH:13]([CH3:29])[C:14]12[CH2:15][N:16]([c:20]1[c:21]3[c:22]([n:23][cH:24][n:25]1)[nH:26][cH:27][cH:28]3)[CH2:17][CH2:18][CH2:19]2)[c:5]1[cH:6][cH:7][cH:8][cH:9][cH:10]1.[CH3:35][OH:36].[O:30]1[CH2:31][CH2:32][CH2:33][CH2:34]1.[Pd:38]>>[NH:11]1[CH2:12][CH:13]([CH3:29])[C:14]12[CH2:15][N:16]([c:20]1[c:21]3[c:22]([n:23][cH:24][n:25]1)[nH:26][cH:27][cH:28]3)[CH2:17][CH2:18][CH2:19]2. Starting materials: Intermediate 10, ClC1=C(C=NN1C)[N+](=O)[O-] (5-chloro-1-methyl-4-nitro-1H-pyrazole), C(C)[C@@H]1CN(CCN1)C(=O)OC(C)(C)C ((R)-tert-butyl 3-ethylpiperazine-1-carboxylate). Yields the product NC=1C=NN(C1N1[C@@H](CN(CC1)C(=O)OC(C)(C)C)CC)C ((R)-tert-butyl 4-(4-amino-1-methyl-1H-pyrazol-5-yl)-3-ethylpiperazine-1-carboxylate). As a reaction SMILES: Cl[C:2]1[N:6]([CH3:7])[N:5]=[CH:4][C:3]=1[N+:8]([O-])=O.[CH2:11]([C@H:13]1[NH:18][CH2:17][CH2:16][N:15]([C:19]([O:21][C:22]([CH3:25])([CH3:24])[CH3:23])=[O:20])[CH2:14]1)[CH3:12]>>[NH2:8][C:3]1[CH:4]=[N:5][N:6]([CH3:7])[C:2]=1[N:18]1[CH2:17][CH2:16][N:15]([C:19]([O:21][C:22]([CH3:24])([CH3:23])[CH3:25])=[O:20])[CH2:14][C@H:13]1[CH2:11][CH3:12]. Procedure details: Following the procedure for Intermediate 10 starting from 5-chloro-1-methyl-4-nitro-1H-pyrazole from Example 1 and (R)-tert-butyl 3-ethylpiperazine-1-carboxylate gave (R)-tert-butyl 4-(4-amino-1-methyl-1H-pyrazol-5-yl)-3-ethylpiperazine-1-carboxylate as an orange gum (118 mg, 67% over two steps). LCMS (ES+) m/z 310 (M+1). The reactants are Cl (HCl), C(C)OC(C=C(C=CC=C(C)C1=C(C(=CC(=C1)C(C)C)C(C)C)OCCC)C)=O (7-(3,5-diisopropyl-2-propoxy-phenyl)-3-methyl-octa-2, 4,6-trienoic acid ethyl ester), C(C)OC(C=C(C=CC=C(C)C1=C(C(=CC(=C1)C(C)C)C(C)C)OCCC)C)=O (7-(3,5-diisopropyl-2-propoxy-phenyl)-3-methyl-octa-2, 4,6-trienoic acid ethyl ester), [OH-].[Na+] (NaOH). Run in CCO (EtOH). Conditions: temperature 80 celsius. Product: C(C)(C)C=1C(=C(C=C(C1)C(C)C)C(=CC=CC(=CC(=O)O)C)C)OCCC (7-(3,5-Diisopropyl-2-propoxy-phenyl)-3-methyl-octa-2,4,6-trienoic acid). Yield: 81.9%. Reaction SMILES: C([O:3][C:4](=[O:29])[CH:5]=[C:6]([CH3:28])[CH:7]=[CH:8][CH:9]=[C:10]([C:12]1[CH:17]=[C:16]([CH:18]([CH3:20])[CH3:19])[CH:15]=[C:14]([CH:21]([CH3:23])[CH3:22])[C:13]=1[O:24][CH2:25][CH2:26][CH3:27])[CH3:11])C.[OH-].[Na+].Cl>CCO>[CH:21]([C:14]1[C:13]([O:24][CH2:25][CH2:26][CH3:27])=[C:12]([C:10]([CH3:11])=[CH:9][CH:8]=[CH:7][C:6]([CH3:28])=[CH:5][C:4]([OH:29])=[O:3])[CH:17]=[C:16]([CH:18]([CH3:20])[CH3:19])[CH:15]=1)([CH3:22])[CH3:23] |f:1.2|. Procedure details: A solution of 7-(3,5-diisopropyl-2-propoxy-phenyl)-3-methyl-octa-2, 4,6-trienoic acid ethyl ester (Compound 15, 2.45 g, 6.16 mmol) in EtOH (50 mL) was treated with 1M NaOH (25 mL, 25 mmol) and was heated to 80° C. for 4 h. The mixture was cooled to room temperature, acidified with 1M HCl, and was extracted with EtOAc. The organic layer was separated, washed with brine, dried over Na2SO4, and concentrated in vacuo. The residue was purified by recrystallization from CH3CN to yield the title compou... The reactants are ClC=1C=C(C=CC1)O (3-chlorophenol), BrCC(=O)N (2-bromoacetamide), C(=O)([O-])[O-].[K+].[K+] (K2CO3). Solvent: CC(=O)C (acetone). Reaction conditions: temperature 70 celsius, time 8 hour. Yields the product ClC=1C=C(OCC(=O)N)C=CC1 (2-(3-chlorophenoxy)acetamide). Yield: 86.7%. RXN SMILES: [Cl:1][C:2]1[CH:3]=[C:4]([OH:8])[CH:5]=[CH:6][CH:7]=1.Br[CH2:10][C:11]([NH2:13])=[O:12].C([O-])([O-])=O.[K+].[K+]>CC(C)=O>[Cl:1][C:2]1[CH:3]=[C:4]([CH:5]=[CH:6][CH:7]=1)[O:8][CH2:10][C:11]([NH2:13])=[O:12] |f:2.3.4|. Procedure details: A mixture of 3-chlorophenol (2.57 g, 20.0 mmol), 2-bromoacetamide (2.76 g, 20.0 mmol) and K2CO3 (5.53 g, 40.0 mmol) in acetone (40 mL) was stirred at 70° C. overnight. The mixture was then cooled to rt and filtered and the filtrate was concentrated in vacuo. The residue was purified by a silica gel column chromatography (PE/EtOAc (V/V)=1:1) to give the title compound as a white solid (3.22 g, 87%). Reactants: CCN(C(C)C)C(C)C, ClCCl, O=C(Cl)c1ccc(NC(=O)c2ccccc2-c2ccccc2)nc1, c1ccc2c(c1)CNc1cccnc1O2. Product: O=C(Nc1ccc(C(=O)N2Cc3ccccc3Oc3ncccc32)cn1)c1ccccc1-c1ccccc1. As a reaction SMILES: [CH:40]([N:41]([CH2:42][CH3:43])[CH:44]([CH3:45])[CH3:46])([CH3:47])[CH3:48].[Cl:49][CH2:50][Cl:51].[c:16]1(-[c:34]2[cH:35][cH:36][cH:37][cH:38][cH:39]2)[c:17]([C:22](=[O:23])[NH:24][c:25]2[cH:26][cH:27][c:28]([C:31](=[O:32])[Cl:33])[cH:29][n:30]2)[cH:18][cH:19][cH:20][cH:21]1.[n:1]1[cH:2][cH:3][cH:4][c:5]2[c:6]1[O:7][c:8]1[c:9]([cH:12][cH:13][cH:14][cH:15]1)[CH2:10][NH:11]2>>[n:1]1[cH:2][cH:3][cH:4][c:5]2[c:6]1[O:7][c:8]1[c:9]([cH:12][cH:13][cH:14][cH:15]1)[CH2:10][N:11]2[C:31]([c:28]1[cH:27][cH:26][c:25]([NH:24][C:22]([c:17]2[c:16](-[c:34]3[cH:35][cH:36][cH:37][cH:38][cH:39]3)[cH:21][cH:20][cH:19][cH:18]2)=[O:23])[n:30][cH:29]1)=[O:32]. The reactants are COC1=CC=C(OC(=O)N([C@H](C(=O)OC(C)(C)C)C(C)C)CC[C@@H]2C[C@@H](CCC2)OCC=2N=C(OC2C)C=2C=C(C=CC2)C)C=C1 (tert-butyl (S)-2-((4-methoxyphenoxycarbonyl)-{2-[cis-3-(5-methyl-2-m-tolyloxazol-4-ylmethoxy)cyclohexyl]ethyl}amino)-3-methylbutyrate), ClC(C(=O)O)(Cl)Cl (trichloroacetic acid). Solvent: ClCCl (dichloromethane). Product: COC1=CC=C(OC(=O)N([C@H](C(=O)O)C(C)C)CC[C@@H]2C[C@@H](CCC2)OCC=2N=C(OC2C)C=2C=C(C=CC2)C)C=C1 ((S)-2-((4-Methoxyphenoxycarbonyl)-{2-[cis-3-(5-methyl-2-m-tolyloxazol-4-ylmethoxy)cyclohexyl]ethyl}amino)-3-methylbutyric Acid). As a reaction SMILES: [CH3:1][O:2][C:3]1[CH:46]=[CH:45][C:6]([O:7][C:8]([N:10]([CH2:22][CH2:23][C@H:24]2[CH2:29][CH2:28][CH2:27][C@@H:26]([O:30][CH2:31][C:32]3[N:33]=[C:34]([C:38]4[CH:39]=[C:40]([CH3:44])[CH:41]=[CH:42][CH:43]=4)[O:35][C:36]=3[CH3:37])[CH2:25]2)[C@@H:11]([CH:19]([CH3:21])[CH3:20])[C:12]([O:14]C(C)(C)C)=[O:13])=[O:9])=[CH:5][CH:4]=1.ClC(Cl)(Cl)C(O)=O>ClCCl>[CH3:1][O:2][C:3]1[CH:46]=[CH:45][C:6]([O:7][C:8]([N:10]([CH2:22][CH2:23][C@H:24]2[CH2:29][CH2:28][CH2:27][C@@H:26]([O:30][CH2:31][C:32]3[N:33]=[C:34]([C:38]4[CH:39]=[C:40]([CH3:44])[CH:41]=[CH:42][CH:43]=4)[O:35][C:36]=3[CH3:37])[CH2:25]2)[C@@H:11]([CH:19]([CH3:20])[CH3:21])[C:12]([OH:14])=[O:13])=[O:9])=[CH:5][CH:4]=1. Procedure: 0.10 g of tert-butyl (S)-2-((4-methoxyphenoxycarbonyl)-{2-[cis-3-(5-methyl-2-m-tolyloxazol-4-ylmethoxy)cyclohexyl]ethyl}amino)-3-methylbutyrate are dissolved in 2 ml of dichloromethane, and the solution is stirred with 1 ml of trichloroacetic acid at RT overnight. The solvent is then removed completely and the residue is purified by preparative HPLC. This gives 15.6 mg of (S)-2-((4-methoxyphenoxycarbonyl)-{2-[cis-3-(5-methyl-2-m-tolyloxazol-4-ylmethoxy)cyclohexyl]ethyl}amino)-3-methylbutyric aci... Starting materials: O=[N+]([O-])c1ccc(Cl)nc1, OCc1ccc(F)cc1. Yields the product O=[N+]([O-])c1ccc(OCc2ccc(F)cc2)nc1. Reaction SMILES: [Cl:10][c:11]1[n:12][cH:13][c:14]([N+:17](=[O:18])[O-:19])[cH:15][cH:16]1.[F:1][c:2]1[cH:3][cH:4][c:5]([CH2:6][OH:7])[cH:8][cH:9]1>>[F:1][c:2]1[cH:3][cH:4][c:5]([CH2:6][O:7][c:11]2[n:12][cH:13][c:14]([N+:17](=[O:18])[O-:19])[cH:15][cH:16]2)[cH:8][cH:9]1. Reactants: Cl.O(C)N (Methoxylamine hydrochloride), NC1=NC=2C=CC=NC2C2=C1N=C(N2CCCC(C)=O)CCCC (5-(4-amino-2-butyl-1H-imidazo[4,5-c][1,5]naphthyridin-1-yl)pentan-2-one). The solvent is CO (methanol). Conditions: time 8 hour. Product: CON=C(C)CCCN1C(=NC=2C(=NC=3C=CC=NC3C21)N)CCCC (5-(4-amino-2-butyl-1H-imidazo[4,5-c][1,5]naphthyridin-1-yl)pentan-2-one O-methyloxime). Yield: 99.0%. RXN SMILES: Cl.[O:2]([NH2:4])[CH3:3].[NH2:5][C:6]1[C:15]2[N:16]=[C:17]([CH2:25][CH2:26][CH2:27][CH3:28])[N:18]([CH2:19][CH2:20][CH2:21][C:22](=O)[CH3:23])[C:14]=2[C:13]2[N:12]=[CH:11][CH:10]=[CH:9][C:8]=2[N:7]=1>CO>[CH3:3][O:2][N:4]=[C:22]([CH2:21][CH2:20][CH2:19][N:18]1[C:14]2[C:13]3[N:12]=[CH:11][CH:10]=[CH:9][C:8]=3[N:7]=[C:6]([NH2:5])[C:15]=2[N:16]=[C:17]1[CH2:25][CH2:26][CH2:27][CH3:28])[CH3:23] |f:0.1|. Procedure details: Methoxylamine hydrochloride (0.59 g, 21 mmol, 1.5 eq) was added to a solution of 5-(4-amino-2-butyl-1H-imidazo[4,5-c][1,5]naphthyridin-1-yl)pentan-2-one (1.54 g, 4.73 mmol, 1 eq) in methanol (20 mL) and stirred overnight. The mixture was concentrated under reduced pressure and the residue was dissolved in dichloromethane (100 mL) and saturated aqueous sodium bicarbonate (75 mL). The aqueous layer was extracted with dichloromethane (2×25 mL) and the combined organic layers were dried over magnesi...